Dataset: the Open Reaction Database (ORD), a public repository of structured organic reaction records. Task: describe an organic reaction: reactants, conditions, products, and yield Reactants: C(C)(C)(C)C1=CC(=C(C(=C1)C)S(=O)(=O)Cl)C (4-Tert-butyl-2,6-dimethyl-benzenesulfonyl chloride), ClC1=C(N)C=C(C=C1C(F)(F)F)C(F)(F)F (2-chloro-3,5-bis(trifluoromethyl)aniline). Run in N1=CC=CC=C1 (pyridine). Run at time 1 day. Product: C(C)(C)(C)C1=CC(=C(C(=C1)C)S(=O)(=O)NC1=C(C(=CC(=C1)C(F)(F)F)C(F)(F)F)Cl)C (4-Tert-butyl-N-[2-chloro-3,5-bis(trifluoromethyl)phenyl]-2,6-dimethyl-benzenesulfonamide). Isolated yield 14.4%. Reaction SMILES: [C:1]([C:5]1[CH:10]=[C:9]([CH3:11])[C:8]([S:12](Cl)(=[O:14])=[O:13])=[C:7]([CH3:16])[CH:6]=1)([CH3:4])([CH3:3])[CH3:2].[Cl:17][C:18]1[C:24]([C:25]([F:28])([F:27])[F:26])=[CH:23][C:22]([C:29]([F:32])([F:31])[F:30])=[CH:21][C:19]=1[NH2:20]>N1C=CC=CC=1>[C:1]([C:5]1[CH:10]=[C:9]([CH3:11])[C:8]([S:12]([NH:20][C:19]2[CH:21]=[C:22]([C:29]([F:30])([F:31])[F:32])[CH:23]=[C:24]([C:25]([F:26])([F:27])[F:28])[C:18]=2[Cl:17])(=[O:14])=[O:13])=[C:7]([CH3:16])[CH:6]=1)([CH3:4])([CH3:3])[CH3:2]. Procedure: 4-Tert-butyl-2,6-dimethyl-benzenesulfonyl chloride (0.100 g, 0.383 mmol) was added to a solution of 2-chloro-3,5-bis(trifluoromethyl)aniline (0.101 g, 0.387 mmol) in dry pyridine (1 mL). The reaction was capped and stirred at room temperature for 1 day then stirred at 30° C. for 1 day. The reaction was then concentrated under vacuum. To this was added diethyl ether (60 mL) and the mixture was washed with 0.1 N HCl (3×20 mL) followed by 0.1 N NaOH (2×20 mL) then saturated NaCl (2×20 mL). After dr... Reactants: CN(C)Cc1c[nH]c2ccc(Br)cc12, C1CCOC1, C[Si](C)(C)C#N, CCCC[N+](CCCC)(CCCC)CCCC, [F-], CI, O, c1ccccc1. Product: N#CCc1c[nH]c2ccc(Br)cc12. As a reaction SMILES: [Br:1][c:2]1[cH:3][c:4]2[c:5]([CH2:11][N:12]([CH3:13])[CH3:14])[cH:6][nH:7][c:8]2[cH:9][cH:10]1.[CH2:47]1[O:48][CH2:49][CH2:50][CH2:51]1.[CH3:17][Si:18]([CH3:19])([CH3:20])[C:21]#[N:22].[CH3:24][CH2:25][CH2:26][CH2:27][N+:28]([CH2:29][CH2:30][CH2:31][CH3:32])([CH2:33][CH2:34][CH2:35][CH3:36])[CH2:37][CH2:38][CH2:39][CH3:40].[F-:23].[I:15][CH3:16].[OH2:52].[cH:41]1[cH:42][cH:43][cH:44][cH:45][cH:46]1>>[Br:1][c:2]1[cH:3][c:4]2[c:5]([CH2:11][C:21]#[N:22])[cH:6][nH:7][c:8]2[cH:9][cH:10]1. Starting materials: C(=O)CCCCC(=O)OC (methyl 5-formylvalerate), C(=O)CCCCC(=O)O (5-formylvaleric acid), N (ammonia), [H][H] (hydrogen). Reagents/catalysts: [Ni] (Raney nickel), [Co] (cobalt). Product: NCCCCCC(=O)O (6-aminocaproic acid). RXN SMILES: [CH:1]([CH2:3][CH2:4][CH2:5][CH2:6][C:7]([O:9]C)=[O:8])=O.C(CCCCC(O)=O)=O.[NH3:20].[H][H]>[Ni].[Co]>[NH2:20][CH2:1][CH2:3][CH2:4][CH2:5][CH2:6][C:7]([OH:9])=[O:8]. Procedure details: U.S. Pat. No. 4,730,040 uses methyl 5-formylvalerate as a starting material to produce caprolactam. In this process, methyl 5-formylvalerate is first hydrolyzed in the presence of an acidic catalyst at 30° to 200° C. to 5-formylvaleric acid, which is then reacted with excess ammonia and hydrogen in the presence of Raney nickel or Raney cobalt as a hydrogenation catalyst at 50° to 150° C. under superatmospheric pressure to form 6-aminocaproic acid. After the unreacted ammonia and hydrogen gas are... Starting materials: COC(=O)C(O)C(N)c1ccccc1, CN(C)c1ccncc1, CCOC(C)=O, O=C(Cl)OCc1ccccc1, c1ccncc1. Yields the product COC(=O)C(O)C(NC(=O)OCc1ccccc1)c1ccccc1. Reaction SMILES: [CH3:1][O:2][C:3]([CH:4]([CH:5]([NH2:6])[c:7]1[cH:8][cH:9][cH:10][cH:11][cH:12]1)[OH:13])=[O:14].[CH3:32][N:33]([c:34]1[cH:35][cH:36][n:37][cH:38][cH:39]1)[CH3:40].[CH3:41][CH2:42][O:43][C:44](=[O:45])[CH3:46].[Cl:15][C:16](=[O:17])[O:18][CH2:19][c:20]1[cH:21][cH:22][cH:23][cH:24][cH:25]1.[cH:26]1[cH:27][cH:28][n:29][cH:30][cH:31]1>>[CH3:1][O:2][C:3]([CH:4]([CH:5]([NH:6][C:16](=[O:17])[O:18][CH2:19][c:20]1[cH:21][cH:22][cH:23][cH:24][cH:25]1)[c:7]1[cH:8][cH:9][cH:10][cH:11][cH:12]1)[OH:13])=[O:14]. Starting materials: NC=1C=2N(C=CN1)C(=NC2Br)C2(C=1C=NN(C1CCC2)C)O (4-(8-amino-1-bromoimidazo[1,5-a]pyrazin-3-yl)-1-methyl-4,5,6,7-tetrahydro-1H-indazol-4-ol), CC1(OB(OC1(C)C)C1=CC=C(C(=O)NC2=NC=CC(=C2)C(F)(F)F)C=C1)C (4-(4,4,5,5-tetramethyl-1,3,2-dioxaborolan-2-yl)-N-(4-(trifluoromethyl)pyridin-2-yl)benzamide), C(=O)([O-])[O-].[K+].[K+] (K2CO3), O1CCOCC1 (dioxane). The reagents and catalysts are C1=CC=C(C=C1)P([C-]2C=CC=C2)C3=CC=CC=C3.C1=CC=C(C=C1)P([C-]2C=CC=C2)C3=CC=CC=C3.Cl[Pd]Cl.[Fe+2] (Pd(dppf)Cl2). The solvent is O (H2O). Reaction conditions: temperature 110 celsius, time 1.5 hour. Product: NC=1C=2N(C=CN1)C(=NC2C2=CC=C(C(=O)NC1=NC=CC(=C1)C(F)(F)F)C=C2)C2(C=1C=NN(C1CCC2)C)O (4-(8-amino-3-(4-hydroxy-1-methyl-4,5,6,7-tetrahydro-1H-indazol-4-yl)imidazo[1,5-a]pyrazin-1-yl)-N-(4-(trifluoromethyl)pyridin-2-yl)benzamide). As a reaction SMILES: [NH2:1][C:2]1[C:3]2[N:4]([C:8]([C:12]3([OH:22])[CH2:20][CH2:19][CH2:18][C:17]4[N:16]([CH3:21])[N:15]=[CH:14][C:13]3=4)=[N:9][C:10]=2Br)[CH:5]=[CH:6][N:7]=1.CC1(C)C(C)(C)OB([C:31]2[CH:49]=[CH:48][C:34]([C:35]([NH:37][C:38]3[CH:43]=[C:42]([C:44]([F:47])([F:46])[F:45])[CH:41]=[CH:40][N:39]=3)=[O:36])=[CH:33][CH:32]=2)O1.C([O-])([O-])=O.[K+].[K+].O1CCOCC1>C1C=CC(P(C2C=CC=CC=2)[C-]2C=CC=C2)=CC=1.C1C=CC(P(C2C=CC=CC=2)[C-]2C=CC=C2)=CC=1.Cl[Pd]Cl.[Fe+2].O>[NH2:1][C:2]1[C:3]2[N:4]([C:8]([C:12]3([OH:22])[CH2:20][CH2:19][CH2:18][C:17]4[N:16]([CH3:21])[N:15]=[CH:14][C:13]3=4)=[N:9][C:10]=2[C:31]2[CH:49]=[CH:48][C:34]([C:35]([NH:37][C:38]3[CH:43]=[C:42]([C:44]([F:45])([F:46])[F:47])[CH:41]=[CH:40][N:39]=3)=[O:36])=[CH:33][CH:32]=2)[CH:5]=[CH:6][N:7]=1 |f:2.3.4,6.7.8.9|. Reported procedure: The reaction mixture of 4-(8-amino-1-bromoimidazo[1,5-a]pyrazin-3-yl)-1-methyl-4,5,6,7-tetrahydro-1H-indazol-4-ol (580 mg, 1.6 mmol), 4-(4,4,5,5-tetramethyl-1,3,2-dioxaborolan-2-yl)-N-(4-(trifluoromethyl)pyridin-2-yl)benzamide (2 mmol), Pd(dppf)Cl2 (80 mg) and K2CO3 (830 mg, 6 mmol) in a mixed solvent of dioxane (15 mL) and H2O (2 mL) was stirred at 110° C. for 1.5 hrs under N2 protection. After cooling, the resulting mixture was filtered and the filtrate was evaporated under reduce pressure to ... Starting materials: C1(CC1)CN1N=NC2=C1C=CC(=C2C=C)C2=CC=C(CN1C(N(C(C1)=O)C)=O)C=C2 (1-{4-[1-(cyclopropylmethyl)-4-ethenyl-1H-benzotriazol-5-yl]benzyl}-3-methylimidazolidine-2,4-dione), CO (methanol). Run in ClCCl (dichloromethane). Run at time 14 hour. The product is C1(CC1)CN1N=NC2=C1C=CC(=C2C=O)C2=CC=C(C=C2)CN2C(N(C(C2)=O)C)=O (1-(Cyclopropylmethyl)-5-{4-[(3-methyl-2,4-dioxoimidazolidin-1-yl)methyl]phenyl}-1H-benzotriazole-4-carbaldehyde). RXN SMILES: [CH:1]1([CH2:4][N:5]2[C:9]3[CH:10]=[CH:11][C:12]([C:16]4[CH:30]=[CH:29][C:19]([CH2:20][N:21]5[CH2:25][C:24](=[O:26])[N:23]([CH3:27])[C:22]5=[O:28])=[CH:18][CH:17]=4)=[C:13]([CH:14]=C)[C:8]=3[N:7]=[N:6]2)[CH2:3][CH2:2]1.C[OH:32]>ClCCl>[CH:1]1([CH2:4][N:5]2[C:9]3[CH:10]=[CH:11][C:12]([C:16]4[CH:17]=[CH:18][C:19]([CH2:20][N:21]5[CH2:25][C:24](=[O:26])[N:23]([CH3:27])[C:22]5=[O:28])=[CH:29][CH:30]=4)=[C:13]([CH:14]=[O:32])[C:8]=3[N:7]=[N:6]2)[CH2:3][CH2:2]1. Procedure details: A solution of 1-{4-[1-(cyclopropylmethyl)-4-ethenyl-1H-benzotriazol-5-yl]benzyl}-3-methylimidazolidine-2,4-dione [(Example 19, Step 1), 328 mg, 0.817 mmol] in methanol (8.2 mL) and dichloromethane (24.5 mL) was cooled to −78° C. Ozone was bubbled through the mixture until saturated and then removed. Oxygen was bubbled through the solution for 15 minutes and then treated with polymer-bound triphenylphosphine (0.27 g, 3 mmol/g). The mixture was warmed to ambient temperature and stirred for 14 hour... Yields the product CC(C)(C)C(C)(C)[SiH2]Oc1cccc(-c2nc(-c3ccncc3)c3sccc3n2)c1. The reactants are CC(C)(C)C(C)(C)[SiH2]Oc1cccc(-c2nc(Br)c3sccc3n2)c1, CCO, CC1(C)OB(c2ccncc2)OC1(C)C, Cc1ccccc1, ClC(Cl)Cl, [Na+], [Na+], O=C([O-])[O-], O, Cl[Pd]Cl, c1ccc(P(c2ccccc2)c2ccccc2)cc1, c1ccc(P(c2ccccc2)c2ccccc2)cc1. RXN SMILES: [Br:1][c:2]1[c:3]2[c:4]([n:5][c:6](-[c:8]3[cH:9][c:10]([O:14][SiH2:15][C:16]([C:17]([CH3:18])([CH3:19])[CH3:20])([CH3:21])[CH3:22])[cH:11][cH:12][cH:13]3)[n:7]1)[cH:23][cH:24][s:25]2.[CH3:100][CH2:101][OH:102].[CH3:26][C:27]1([CH3:28])[C:29]([CH3:30])([CH3:31])[O:32][B:33]([c:34]2[cH:35][cH:36][n:37][cH:38][cH:39]2)[O:40]1.[CH3:47][c:48]1[cH:49][cH:50][cH:51][cH:52][cH:53]1.[CH:54]([Cl:55])([Cl:56])[Cl:57].[Na+:41].[Na+:42].[O-:43][C:44](=[O:45])[O-:46].[OH2:99].[Pd:58]([Cl:59])[Cl:60].[c:61]1([P:62]([c:63]2[cH:64][cH:65][cH:66][cH:67][cH:68]2)[c:69]2[cH:70][cH:71][cH:72][cH:73][cH:74]2)[cH:75][cH:76][cH:77][cH:78][cH:79]1.[c:80]1([P:81]([c:82]2[cH:83][cH:84][cH:85][cH:86][cH:87]2)[c:88]2[cH:89][cH:90][cH:91][cH:92][cH:93]2)[cH:94][cH:95][cH:96][cH:97][cH:98]1>>[c:2]1(-[c:34]2[cH:35][cH:36][n:37][cH:38][cH:39]2)[c:3]2[c:4]([n:5][c:6](-[c:8]3[cH:9][c:10]([O:14][SiH2:15][C:16]([C:17]([CH3:18])([CH3:19])[CH3:20])([CH3:21])[CH3:22])[cH:11][cH:12][cH:13]3)[n:7]1)[cH:23][cH:24][s:25]2. The reactants are C(#N)[S-].[K+] (KSCN), CC1(CC1)S(=O)(=O)OCC1=CC=CC=C1 (Benzyl 1-methylcyclopropane-1-sulfonate). Run in COCCOC.O (DME H2O). Run at temperature 100 celsius, time 16 hour. Yields the product CC1(CC1)S(=O)(=O)[O-].[K+] (potassium 1-methylcyclopropane-1-sulfonate). Yield: 100.0%. Reaction SMILES: C([S-])#N.[K+:4].[CH3:5][C:6]1([S:9]([O:12]CC2C=CC=CC=2)(=[O:11])=[O:10])[CH2:8][CH2:7]1>COCCOC.O>[CH3:5][C:6]1([S:9]([O-:12])(=[O:11])=[O:10])[CH2:8][CH2:7]1.[K+:4] |f:0.1,3.4,5.6|. Procedure: KSCN (2.48 g, 25.5 mmol) was added to a solution of Benzyl 1-methylcyclopropane-1-sulfonate (4.9 g, 25.5 mmol) in DME/H2O (1:1, 120 mL) and continued stirring at 100° C. for 16 h. Reaction mixture was concentrated under reduced pressure and the residue was washed with n-pentane and dried to afford potassium 1-methylcyclopropane-1-sulfonate (Int-49) (4.44 g, 100% yield) which was used in the next step without further purification. RXN SMILES: [C:1]([C:5]1[CH:10]=[C:9]([C:11]([CH3:14])([CH3:13])[CH3:12])[CH:8]=[CH:7][C:6]=1O)([CH3:4])([CH3:3])[CH3:2].[CH2:16]([NH2:19])[CH2:17][NH2:18].[CH2:20]=[O:21].[CH3:22][OH:23]>>[C:11]([C:9]1[C:22]([OH:23])=[C:7]([CH2:8][NH:18][CH2:17][CH2:16][NH:19][CH2:6][C:7]2[CH:8]=[C:9]([C:11]([CH3:12])([CH3:13])[CH3:14])[CH:10]=[C:5]([C:1]([CH3:2])([CH3:3])[CH3:4])[C:20]=2[OH:21])[CH:6]=[C:5]([C:1]([CH3:4])([CH3:3])[CH3:2])[CH:10]=1)([CH3:14])([CH3:12])[CH3:13]. The product is C(C)(C)(C)C=1C(=C(C=C(C1)C(C)(C)C)CNCCNCC1=C(C(=CC(=C1)C(C)(C)C)C(C)(C)C)O)O (N,N′-bis(3,5-di-tert-butyl-2-hydroxyphenylmethyl)-ethylenediamine). Reactants: C(C)(C)(C)C1=C(C=CC(=C1)C(C)(C)C)O (2,4-di-tert-butylphenol), C(CN)N (ethylenediamine), C=O (formaldehyde), CO (methanol). Procedure: A mixture of 2,4-di-tert-butylphenol (50 mmol), ethylenediamine (25 mmol) and 37% aqueous formaldehyde (50 mmol) was stirred in refluxing methanol for 2 h. The mixture was cooled to room temperature and the solid was filtered, and washed with methanol, yielding 13 in 45%. Spectroscopic data (not shown) supports formation of ligand precursor 13.